describe an organic reaction: reactants, conditions, products, and yield From a dataset of the Open Reaction Database (ORD), a public repository of structured organic reaction records. The reactants are ClC1=CC=C(C=N1)CC=1C=C2C(N(C=NC2=C2C1C=CC=C2)[C@H]2[C@@H](CCCC2)O)=O (rac-6-[(6-chloropyridin-3-yl)methyl]-3-[trans-2-hydroxycyclohexyl]benzo[h]quinazolin-4(3H)-one), CN[C@H]1[C@@H](CCCC1)NC (trans-N,N′-dimethylcyclohexane-1,2-diamine), CO (MeOH). The reagents and catalysts are [Cu]I (copper(I) iodide). Yields the product O[C@H]1[C@@H](CCCC1)N1C=NC2=C3C(=C(C=C2C1=O)CC=1C=NC(=CC1)OC)C=CC=C3 (rac-3-[trans-2-hydroxycyclohexyl]-6-[(6-methoxypyridin-3-yl)methyl]benzo[h]quinazolin-4(3H)-one). As a reaction SMILES: Cl[C:2]1[N:7]=[CH:6][C:5]([CH2:8][C:9]2[CH:10]=[C:11]3[C:16](=[C:17]4[CH:22]=[CH:21][CH:20]=[CH:19][C:18]=24)[N:15]=[CH:14][N:13]([C@@H:23]2[CH2:28][CH2:27][CH2:26][CH2:25][C@H:24]2[OH:29])[C:12]3=[O:30])=[CH:4][CH:3]=1.CN[C@@H]1CCCC[C@H]1NC.[CH3:41][OH:42]>[Cu]I>[OH:29][C@@H:24]1[CH2:25][CH2:26][CH2:27][CH2:28][C@H:23]1[N:13]1[C:12](=[O:30])[C:11]2[C:16](=[C:17]3[CH:22]=[CH:21][CH:20]=[CH:19][C:18]3=[C:9]([CH2:8][C:5]3[CH:6]=[N:7][C:2]([O:42][CH3:41])=[CH:3][CH:4]=3)[CH:10]=2)[N:15]=[CH:14]1. Reported procedure: To a solution of rac-6-[(6-chloropyridin-3-yl)methyl]-3-[trans-2-hydroxycyclohexyl]benzo[h]quinazolin-4(3H)-one (0.150 g, 0.357 mmol) in 3 mL of MeOH under an atmosphere of nitrogen was added trans-N,N′-dimethylcyclohexane-1,2-diamine (1.7 mg, 0.012 mmol), and copper(I) iodide (2.3 mg, 0.012 mmol). The mixture was irradiated in a microwave reactor at 160° C. for 4 h, cooled to rt and concentrated in vacuo. The residue was purified via silica gel chromatography, eluting with 0-100% ethyl acetate ... Starting materials: C(=O)(O)CCCCC=1C=C(C=CC1)/C(/C=C/C1=[N+](C=2C=CC3=C(C2C1(C)C)C=C(C=C3S(=O)(=O)[O-])S(=O)(=O)[O-])CCCS(=O)(=O)[O-])=C\C=C/3\N(C=1C=CC2=C(C1C3(C)C)C=C(C=C2S(=O)(=O)[O-])S(=O)(=O)[O-])CCCS(=O)(=O)[O-].[Na+].[Na+].[Na+].[Na+].[Na+] (Sodium 2-((1E,3Z,5E)-3-(3-(4-Carboxybutyl)phenyl)-5-(1,1-dimethyl-6,8-disulfonato-3-(3-sulfonatopropyl)-1H-benzo[e]indol-2(3H)-ylidene)penta-1,3-dienyl)-1,1-dimethyl-3-(3-sulfonatopropyl)-1H-benzo[e]indolium-6,8-disulfonate), B(O)(O)C=1C=C(C=CC1)CCC(=O)O (3-(3-boronophenyl)propionic acid). The product is C(=O)(O)CCC=1C=C(C=CC1)/C(/C=C/C1=[N+](C=2C=CC3=C(C2C1(C)C)C=C(C=C3S(=O)(=O)[O-])S(=O)(=O)[O-])CCCCS(=O)(=O)[O-])=C\C=C/3\N(C=1C=CC2=C(C1C3(C)C)C=C(C=C2S(=O)(=O)[O-])S(=O)(=O)[O-])CCCCS(=O)(=O)[O-].[Na+].[Na+].[Na+].[Na+].[Na+] (Sodium 2-((1E,3Z,5E)-3-(3-(2-Carboxyethyl)phenyl)-5-(1,1-dimethyl-6,8-disulfonato-3-(4-sulfonatobutyl)-1H-benzo[e]indol-2(3H)-ylidene)penta-1,3-dienyl)-1,1-dimethyl-3-(4-sulfonatobutyl)-1H-benzo[e]indolium-6,8-disulfonate). As a reaction SMILES: [C:1]([CH2:4][CH2:5][CH2:6][CH2:7][C:8]1[CH:9]=[C:10](/[C:14](=[CH:47]\[CH:48]=[C:49]2\[N:50]([CH2:72][CH2:73]CS([O-])(=O)=O)[C:51]3[CH:52]=[CH:53][C:54]4[C:63]([S:64]([O-:67])(=[O:66])=[O:65])=[CH:62][C:61]([S:68]([O-:71])(=[O:70])=[O:69])=[CH:60][C:55]=4[C:56]=3[C:57]\2([CH3:59])[CH3:58])/[CH:15]=[CH:16]/[C:17]2[C:25]([CH3:27])([CH3:26])[C:24]3[C:23]4[CH:28]=[C:29]([S:36]([O-:39])(=[O:38])=[O:37])[CH:30]=[C:31]([S:32]([O-:35])(=[O:34])=[O:33])[C:22]=4[CH:21]=[CH:20][C:19]=3[N+:18]=2[CH2:40][CH2:41][CH2:42]S([O-])(=O)=O)[CH:11]=CC=1)([OH:3])=[O:2].[Na+:79].[Na+].[Na+].[Na+].[Na+].B(C1C=C(C[CH2:94][C:95](O)=O)C=CC=1)(O)O>>[C:1]([CH2:4][CH2:5][C:6]1[CH:11]=[C:10](/[C:14](=[CH:47]\[CH:48]=[C:49]2\[N:50]([CH2:72][CH2:73][CH2:95][CH2:94][S:36]([O-:39])(=[O:38])=[O:37])[C:51]3[CH:52]=[CH:53][C:54]4[C:63]([S:64]([O-:67])(=[O:66])=[O:65])=[CH:62][C:61]([S:68]([O-:71])(=[O:70])=[O:69])=[CH:60][C:55]=4[C:56]=3[C:57]\2([CH3:58])[CH3:59])/[CH:15]=[CH:16]/[C:17]2[C:25]([CH3:27])([CH3:26])[C:24]3[C:23]4[CH:28]=[C:29]([S:36]([O-:39])(=[O:38])=[O:37])[CH:30]=[C:31]([S:32]([O-:35])(=[O:33])=[O:34])[C:22]=4[CH:21]=[CH:20][C:19]=3[N+:18]=2[CH2:40][CH2:41][CH2:42][CH2:31][S:32]([O-:35])(=[O:34])=[O:33])[CH:9]=[CH:8][CH:7]=1)([OH:3])=[O:2].[Na+:79].[Na+:79].[Na+:79].[Na+:79].[Na+:79] |f:0.1.2.3.4.5,7.8.9.10.11.12|. Procedure: Compound 10 was prepared analogously to compound 8 (Example 8), except that 3-(3-boronophenyl)propionic acid is used as a starting material. Starting materials: OC(CCl)C(O)CCl, ClCCCl, C1COOOC1, O=S(=O)(O)O. Yields the product ClCC1OCOC1CCl. Reaction SMILES: [Cl:1][CH2:2][CH:3]([CH:4]([CH2:5][Cl:6])[OH:7])[OH:8].[Cl:20][CH2:21][CH2:22][Cl:23].[O:9]1[CH2:10][CH2:11][CH2:12][O:13][O:14]1.[S:15](=[O:16])(=[O:17])([OH:18])[OH:19]>>[Cl:1][CH2:2][CH:3]1[CH:4]([CH2:5][Cl:6])[O:7][CH2:12][O:8]1. Reactants: Cl, NCCCC(N)(C(=O)O)C(F)F. Yields the product NCCCC(N)C(=O)O. As a reaction SMILES: [ClH:13].[F:1][CH:2]([C:3]([NH2:4])([CH2:5][CH2:6][CH2:7][NH2:8])[C:9](=[O:10])[OH:11])[F:12]>>[CH:3]([NH2:4])([CH2:5][CH2:6][CH2:7][NH2:8])[C:9](=[O:10])[OH:11]. The reactants are Cl (HCl), C(C)OC(CC1C2=C(B(O1)O)C=C(C=C2C)OC2=NC(=NC=C2)OCCCNC(=O)OC(C)(C)C)=O ({6-[2-(3-tert-butoxycarbonylamino-propoxy)-pyrimidin-4-yloxy]-1-hydroxy-4-methyl-1,3-dihydro-benzo[c][1,2]oxaborol-3-yl}-acetic acid ethyl ester), [Li+].[OH-] (LiOH). The solvent is C1CCOC1.O (THF H2O), O (water). Yields the product C(C)(C)(C)OC(=O)NCCCOC1=NC=CC(=N1)OC=1C=C(C2=C(B(OC2CC(=O)O)O)C1)C ({6-[2-(3-tert-Butoxycarbonylamino-propoxy)-pyrimidin-4-yloxy]-1-hydroxy-4-methyl-1,3-dihydro-benzo[c][1,2]oxaborol-3-yl}-acetic acid). The yield is 71.2%. As a reaction SMILES: C([O:3][C:4](=[O:36])[CH2:5][CH:6]1[O:10][B:9]([OH:11])[C:8]2[CH:12]=[C:13]([O:17][C:18]3[CH:23]=[CH:22][N:21]=[C:20]([O:24][CH2:25][CH2:26][CH2:27][NH:28][C:29]([O:31][C:32]([CH3:35])([CH3:34])[CH3:33])=[O:30])[N:19]=3)[CH:14]=[C:15]([CH3:16])[C:7]1=2)C.[Li+].[OH-].Cl>C1COCC1.O.O>[C:32]([O:31][C:29]([NH:28][CH2:27][CH2:26][CH2:25][O:24][C:20]1[N:19]=[C:18]([O:17][C:13]2[CH:14]=[C:15]([CH3:16])[C:7]3[CH:6]([CH2:5][C:4]([OH:36])=[O:3])[O:10][B:9]([OH:11])[C:8]=3[CH:12]=2)[CH:23]=[CH:22][N:21]=1)=[O:30])([CH3:34])([CH3:35])[CH3:33] |f:1.2,4.5|. Procedure: To a solution of {6-[2-(3-tert-butoxycarbonylamino-propoxy)-pyrimidin-4-yloxy]-1-hydroxy-4-methyl-1,3-dihydro-benzo[c][1,2]oxaborol-3-yl}-acetic acid ethyl ester (0.45 g, 0.89 mmol) in THF:H2O (1:1, 6 mL) at 0° C. was added a solution of LiOH (0.043 g, 1.79 mmol) in water (1 mL). The solution was allowed to warm to room temperature over 3 hours then acidified to pH 4 with 1N HCl and extracted with EtOAc (2×10 mL). The organic extracts were dried and concentrated in vacuo to give crude {6-[2-(3-t... Starting materials: NC1=NN2C(C(N1)=O)=C(N=C2CC(CC)C)C (2-Amino-5-methyl-7(2-methylbutyl)imidazo[5,1-f]-as-triazin-4(3H)-one), [H-].[Al+3].[Li+].[H-].[H-].[H-] (lithium aluminium hydride). The solvent is COCCOCCOC (diglyme). Yields the product NC1=NN2C(CN1)=C(N=C2CC(CC)C)C (2-Amino-3,4-dihydro-5-methyl-7(2-methylbutyl)imidazo[5,1-f]-as-triazine). RXN SMILES: [NH2:1][C:2]1[NH:7][C:6](=O)[C:5]2=[C:9]([CH3:17])[N:10]=[C:11]([CH2:12][CH:13]([CH3:16])[CH2:14][CH3:15])[N:4]2[N:3]=1.[H-].[Al+3].[Li+].[H-].[H-].[H-]>COCCOCCOC>[NH2:1][C:2]1[NH:7][CH2:6][C:5]2=[C:9]([CH3:17])[N:10]=[C:11]([CH2:12][CH:13]([CH3:16])[CH2:14][CH3:15])[N:4]2[N:3]=1 |f:1.2.3.4.5.6|. Procedure details: 2-Amino-5-methyl-7(2-methylbutyl)imidazo[5,1-f]-as-triazin-4(3H)-one (1.7 g.) and lithium aluminium hydride (0.9 g.) in diglyme (50 ml., freshly redistilled) were stirred and heated to 100° for 4.5 hours and cooled. Water (1 ml.) was added dropwise, followed by 2N sodium hydroxide (2 ml.) and water (1 ml.). The solid was filtered off, the filtrate was evaporated and the residue was crystallised from isopropanol. The product had m.p. 207°-213° (63%). It was converted to its hydrochloride, m.p. 20...